Dataset: the Open Reaction Database (ORD), a public repository of structured organic reaction records. Task: describe an organic reaction: reactants, conditions, products, and yield The reactants are C(C)(=O)OCC (ethyl acetate), C(C)(C)(C)OC(=O)N1CC2C(C1)C(C(C2)NC(CNC(C2=CC(=CC=C2)C(F)(F)F)=O)=O)CSC(C)C (4-isopropylsulfanylmethyl-5-[2-(3-trifluoromethylbenzoylamino)acetylamino]octahydrocyclopenta[c]pyrrole-2-carboxylic acid tert-butyl ester), OOS(=O)[O-].[K+] (Oxone), C(C)(C)O (isopropanol). Solvent: O (Water), O (water). Product: C(C)(C)(C)OC(=O)N1CC2C(C1)C(C(C2)NC(CNC(C2=CC(=CC=C2)C(F)(F)F)=O)=O)CS(=O)(=O)C(C)C (4-(propane-2-sulfonylmethyl)-5-[2-(3-trifluoromethylbenzoylamino)acetylamino]-octahydrocyclopenta[c]pyrrole-2-carboxylic acid tert-butyl ester). As a reaction SMILES: [C:1]([O:5][C:6]([N:8]1[CH2:12][CH:11]2[CH:13]([CH2:33]SC(C)C)[CH:14]([NH:16][C:17](=[O:32])[CH2:18][NH:19][C:20](=[O:31])[C:21]3[CH:26]=[CH:25][CH:24]=[C:23]([C:27]([F:30])([F:29])[F:28])[CH:22]=3)[CH2:15][CH:10]2[CH2:9]1)=[O:7])([CH3:4])([CH3:3])[CH3:2].O[O:39][S:40]([O-:42])=O.[K+].C(OCC)(=O)C.[CH:50](O)([CH3:52])[CH3:51]>O>[C:1]([O:5][C:6]([N:8]1[CH2:12][CH:11]2[CH:13]([CH2:33][S:40]([CH:50]([CH3:52])[CH3:51])(=[O:42])=[O:39])[CH:14]([NH:16][C:17](=[O:32])[CH2:18][NH:19][C:20](=[O:31])[C:21]3[CH:26]=[CH:25][CH:24]=[C:23]([C:27]([F:29])([F:30])[F:28])[CH:22]=3)[CH2:15][CH:10]2[CH2:9]1)=[O:7])([CH3:4])([CH3:2])[CH3:3] |f:1.2|. Procedure: A solution of 4-isopropylsulfanylmethyl-5-[2-(3-trifluoromethylbenzoylamino)acetylamino]octahydrocyclopenta[c]pyrrole-2-carboxylic acid tert-butyl ester in isopropanol is treated with a solution of Oxone in water, and the mixture is stirred at room temperature until the reaction is complete. Water and ethyl acetate are added, and the organic layer is separated, dried over sodium sulfate and concentrated under vacuum providing the title product. Starting materials: COC1=NC(=CC(=C1)OC=1C=CC(=C(NC)C1)[N+](=O)[O-])C (5-[(2-Methoxy-6-methylpyridin-4-yl)oxy]-N-methyl-2-nitroaniline), [Cl-].[NH4+] (ammonium chloride), C(C)O (ethanol). Reagents/catalysts: [Fe] (iron). Solvent: O (water). Product: COC1=NC(=CC(=C1)OC=1C=C(C(=CC1)N)NC)C (4-[(2-Methoxy-6-methylpyridin-4-yl)oxy]-N2-methylbenzene-1,2-diamine). Yield: 100.3%. Reaction SMILES: [CH3:1][O:2][C:3]1[CH:8]=[C:7]([O:9][C:10]2[CH:11]=[CH:12][C:13]([N+:18]([O-])=O)=[C:14]([CH:17]=2)[NH:15][CH3:16])[CH:6]=[C:5]([CH3:21])[N:4]=1.[Cl-].[NH4+].C(O)C>[Fe].O>[CH3:1][O:2][C:3]1[CH:8]=[C:7]([O:9][C:10]2[CH:17]=[C:14]([NH:15][CH3:16])[C:13]([NH2:18])=[CH:12][CH:11]=2)[CH:6]=[C:5]([CH3:21])[N:4]=1 |f:1.2|. Reported procedure: The reaction and post-treatment were carried out according to Example (1b) using 5-[(2-methoxy-6-methylpyridin-4-yl)oxy]-N-methyl-2-nitroaniline produced in Example (17b) (4.87 g, 16.8 mmol), iron powder (4.70 g, 84.2 mmol), ammonium chloride (0.45 g, 8.42 mmol), ethanol (80 mL) and water (40 mL) to obtain the title compound (4.37 g, 99%) as a brown oil. The reactants are COc1cc2ncc(C#N)c(Cl)c2cc1O, C#CCBr, CCCC[N+](CCCC)(CCCC)CCCC, CCCC[O-], [I-], [K+]. Product: C#CCOc1cc2c(Cl)c(C#N)cnc2cc1OC. RXN SMILES: [C:1](#[N:2])[c:3]1[cH:4][n:5][c:6]2[cH:7][c:8]([O:15][CH3:16])[c:9]([OH:14])[cH:10][c:11]2[c:12]1[Cl:13].[CH2:17]([C:18]#[CH:19])[Br:20].[CH2:28]([N+:29]([CH2:30][CH2:31][CH2:32][CH3:33])([CH2:34][CH2:35][CH2:36][CH3:37])[CH2:38][CH2:39][CH2:40][CH3:41])[CH2:42][CH2:43][CH3:44].[CH3:21][CH2:22][CH2:23][CH2:24][O-:25].[I-:27].[K+:26]>>[C:1](#[N:2])[c:3]1[cH:4][n:5][c:6]2[cH:7][c:8]([O:15][CH3:16])[c:9]([O:14][CH2:19][C:18]#[CH:17])[cH:10][c:11]2[c:12]1[Cl:13].